From a dataset of the Open Reaction Database (ORD), a public repository of structured organic reaction records. describe an organic reaction: reactants, conditions, products, and yield Starting materials: OC1=CC=NC=C1 (4-hydroxypyridine), C(C)OC(C(C=1C=NC=CC1)Br)=O (bromo-pyridin-3-yl-acetic acid ethyl ester). Run in [Na] (sodium), CN(C)C=O (DMF). The product is C(C)OC(C(OC1=CC=NC=C1)C=1C=NC=CC1)=O (Pyridin-3-yl-(pyridin-4-yloxy)-acetic Acid Ethyl Ester). The yield is 8.0%. Reaction SMILES: [OH:1][C:2]1[CH:7]=[CH:6][N:5]=[CH:4][CH:3]=1.[CH2:8]([O:10][C:11](=[O:20])[CH:12](Br)[C:13]1[CH:14]=[N:15][CH:16]=[CH:17][CH:18]=1)[CH3:9]>[Na].CN(C=O)C>[CH2:8]([O:10][C:11](=[O:20])[CH:12]([C:13]1[CH:14]=[N:15][CH:16]=[CH:17][CH:18]=1)[O:1][C:2]1[CH:7]=[CH:6][N:5]=[CH:4][CH:3]=1)[CH3:9] |^1:20|. Procedure details: The product was formed in a manner similar to preparation 396 using the in situ-generated sodium salt of the 4-hydroxypyridine (2.13 g; 18.2 mmol; 1.2 equiv) and an aliquot of bromo-pyridin-3-yl-acetic acid ethyl ester (approx. 3.6 g; 15 mmol) in DMF (20 mL). Column chromatographic purification over SiO2 (1% methanol/chloroform) produced a yellow/orange oil (320 mg; approx. 8% yield). MS(ES) calc'd: [M+H]+=259.2 m/z. Pound: 259.1 m/z. Reactants: COC1=C(N)C=C(C=C1)S(=O)(=O)N1CCOCC1 (2-methoxy 5-morpholinylsulphonyl aniline), C(C)N(CCC(=O)O)CC (3-diethylaminopropionic acid), CN(C)P(=O)(N(C)C)N(C)C (hexamethylphosphorotriamide), S(=O)(Cl)Cl (thionylchloride). The solvent is C(C)OCC (ethyl ether). Run at time 4 hour. The product is C(C)N(CCC(=O)NC1=C(C=CC(=C1)S(=O)(=O)N1CCOCC1)OC)CC (1-(3-Diethylamino-propionylamino)-2-methoxy-5-morpholinylsulphonyl-benzene). As a reaction SMILES: [CH2:1]([N:3]([CH2:9][CH3:10])[CH2:4][CH2:5][C:6]([OH:8])=O)[CH3:2].CN(P(N(C)C)(N(C)C)=O)C.S(Cl)(Cl)=O.[CH3:26][O:27][C:28]1[CH:34]=[CH:33][C:32]([S:35]([N:38]2[CH2:43][CH2:42][O:41][CH2:40][CH2:39]2)(=[O:37])=[O:36])=[CH:31][C:29]=1[NH2:30]>C(OCC)C>[CH2:9]([N:3]([CH2:1][CH3:2])[CH2:4][CH2:5][C:6]([NH:30][C:29]1[CH:31]=[C:32]([S:35]([N:38]2[CH2:39][CH2:40][O:41][CH2:42][CH2:43]2)(=[O:36])=[O:37])[CH:33]=[CH:34][C:28]=1[O:27][CH3:26])=[O:8])[CH3:10]. Reported procedure: In a three-neck flask they are introduced 7.2g 3-diethylaminopropionic acid (hydrochloride) and 180 ml hexamethylphosphorotriamide. The suspension is cooled with an ice-bath and then 2,90 ml thionylchloride are added while maintaining the inner temperature between +5° - +10° C. The reaction mixture progressively gives a yellow solution. After 2 hours stirring 10.9 g of 2-methoxy 5-morpholinylsulphonyl aniline are added portionwise and the whole mixture is kept under stirring for 4 hours at room ... Starting materials: chloro oxime, C([O-])(O)=O.[Na+] (sodium bicarbonate), C(=O)(OC(C)(C)C)N1C=CCC1 (N-Boc pyrroline), ON=C(C=1C=NC=CC1)Cl (N-Hydroxy-3-pyridinecarboximidoyl chloride), C([O-])(O)=O.[Na+] (sodium bicarbonate). Solvent: C(C)(C)O (isopropanol). Reaction conditions: time 20 hour. The product is C(C)(C)(C)OC(=O)N1C[C@H]2C(=NO[C@H]2C1)C=1C=NC=CC1 (cis-3-(Pyridin-3-yl)-3a,4,6,6a-tetrahydro-pyrrolo[3,4-d]isoxazole-5-carboxylic acid tert-butyl ester), ethyl acetate hexanes. The yield is 70.0%. RXN SMILES: [C:1]([N:8]1[CH2:12][CH2:11][CH:10]=[CH:9]1)([O:3][C:4]([CH3:7])([CH3:6])[CH3:5])=[O:2].[OH:13][N:14]=[C:15](Cl)[C:16]1[CH:17]=[N:18][CH:19]=[CH:20][CH:21]=1.C(=O)(O)[O-].[Na+]>C(O)(C)C>[C:4]([O:3][C:1]([N:8]1[CH2:12][C@H:11]2[C@H:10]([C:15]([C:16]3[CH:17]=[N:18][CH:19]=[CH:20][CH:21]=3)=[N:14][O:13]2)[CH2:9]1)=[O:2])([CH3:7])([CH3:6])[CH3:5] |f:2.3|. Procedure: N-Boc pyrroline (270 mg; 1.60 mmol), chloro oxime 2f (470 mg; 3.00 mmol) and sodium bicarbonate (760 mg; 9.04 mmol) in isopropanol (10 mL) were heated at 40° C. overnight. An additional portion of chloro oxime and sodium bicarbonate was added and heating continued for 20 hours. After cooling, the volatiles were evaporated. The residue was dissolved in ethyl acetate (50 mL), and washed with water (50 mL). The organic layer was dried (MgSO4), filtered and evaporated. Cycloadduct 3f was isolated as... The reactants are Br, Br, CC(=O)c1cc(C(N)=O)cs1, CC(=O)O, ClC(Cl)Cl. RXN SMILES: [Br:13].[BrH:12].[C:1]([CH3:2])(=[O:3])[c:4]1[cH:5][c:6]([C:9](=[O:10])[NH2:11])[cH:7][s:8]1.[CH3:18][C:19](=[O:20])[OH:21].[CH:14]([Cl:15])([Cl:16])[Cl:17]>>[C:1]([CH2:2][Br:12])(=[O:3])[c:4]1[cH:5][c:6]([C:9](=[O:10])[NH2:11])[cH:7][s:8]1. Yields the product NC(=O)c1csc(C(=O)CBr)c1. Reactants: acetate salt, NC1CCC(CC1)C(C(F)(F)F)(C(F)(F)F)O (2-(4-amino-cyclohexyl)-1,1,1,3,3,3-hexafluoro-propan-2-ol), CCN(C(C)C)C(C)C (DIPEA), C1(=CC=CC=C1)S(=O)(=O)Cl (benzenesulfonyl chloride), Cl (HCl). Solvent: CN(C)C=O (DMF), CCOCC (Et2O). Run at time 1 hour. Product: FC(C(C(F)(F)F)(O)C1CCC(CC1)NS(=O)(=O)C1=CC=CC=C1)(F)F (N-[4-(2,2,2-trifluoro-1-hydroxy-1-trifluoromethyl-ethyl)-cyclohexyl]-benzenesulfonamide). Yield: 72.0%. As a reaction SMILES: [NH2:1][CH:2]1[CH2:7][CH2:6][CH:5]([C:8]([OH:17])([C:13]([F:16])([F:15])[F:14])[C:9]([F:12])([F:11])[F:10])[CH2:4][CH2:3]1.CCN(C(C)C)C(C)C.[C:27]1([S:33](Cl)(=[O:35])=[O:34])[CH:32]=[CH:31][CH:30]=[CH:29][CH:28]=1.Cl>CN(C=O)C.CCOCC>[F:10][C:9]([F:11])([F:12])[C:8]([CH:5]1[CH2:4][CH2:3][CH:2]([NH:1][S:33]([C:27]2[CH:32]=[CH:31][CH:30]=[CH:29][CH:28]=2)(=[O:35])=[O:34])[CH2:7][CH2:6]1)([OH:17])[C:13]([F:14])([F:15])[F:16]. Reported procedure: A solution of 100 mg (0.37 mmol) of the acetate salt of 2-(4-amino-cyclohexyl)-1,1,1,3,3,3-hexafluoro-propan-2-ol in 5 mL of DMF was treated with 0.2 mL (1.16 mmol) of DIPEA and 0.144 mL (1.1 mmol) of benzenesulfonyl chloride. The mixture was stirred for 1 hr and distributed between a diluted aqueous solution of HCl and Et2O. The combined organic phases were dried over Na2SO4 and the solvent was evaporated. Column chromatography on silica gel with EtOAc/heptane 1:1 gave 90 mg (72%) of N-[4-(2,2,...